Dataset: the Open Reaction Database (ORD), a public repository of structured organic reaction records. Task: describe an organic reaction: reactants, conditions, products, and yield Starting materials: O1CCC(CC1)C=1C(=NC=CC1)OC1=CC=C(N)C=C1 (4-(3-(tetrahydro-2H-pyran-4-yl)pyridin-2-yloxy)aniline), BrC1=NC=C(C=C1)C (2-bromo-5-methylpyridine), CC(C)([O-])C.[Na+] (sodium tert-butoxide). The reagents and catalysts are CC(C)C1=CC(=C(C(=C1)C(C)C)C2=C(C=CC(=C2P(C3CCCCC3)C4CCCCC4)OC)OC)C(C)C.C1=CC=C([C-]=C1)CCN.Cl[Pd+] (BrettPHOS precatalyst). Run at temperature 90 celsius, time 8 hour. The product is CC=1C=CC(=NC1)NC1=CC=C(C=C1)OC1=NC=CC=C1C1CCOCC1 (5-methyl-N-(4-(3-(tetrahydro-2H-pyran-4-yl)pyridin-2-yloxy)phenyl)pyridin-2-amine). As a reaction SMILES: [O:1]1[CH2:6][CH2:5][CH:4]([C:7]2[C:8]([O:13][C:14]3[CH:20]=[CH:19][C:17]([NH2:18])=[CH:16][CH:15]=3)=[N:9][CH:10]=[CH:11][CH:12]=2)[CH2:3][CH2:2]1.Br[C:22]1[CH:27]=[CH:26][C:25]([CH3:28])=[CH:24][N:23]=1.CC(C)([O-])C.[Na+]>CC(C1C=C(C(C)C)C(C2C(P(C3CCCCC3)C3CCCCC3)=C(OC)C=CC=2OC)=C(C(C)C)C=1)C.C1C=[C-]C(CCN)=CC=1.Cl[Pd+]>[CH3:28][C:25]1[CH:26]=[CH:27][C:22]([NH:18][C:17]2[CH:16]=[CH:15][C:14]([O:13][C:8]3[C:7]([CH:4]4[CH2:3][CH2:2][O:1][CH2:6][CH2:5]4)=[CH:12][CH:11]=[CH:10][N:9]=3)=[CH:20][CH:19]=2)=[N:23][CH:24]=1 |f:2.3,4.5.6|. Reported procedure: A glass microwave reaction vessel was charged with 4-(3-(tetrahydro-2H-pyran-4-yl)pyridin-2-yloxy)aniline (0.167 g, 0.619 mmol), 2-bromo-5-methylpyridine (0.0888 g, 0.516 mmol), BrettPHOS precatalyst (8.26 mg, 10.32 μmol), and sodium tert-butoxide (0.124 g, 1.291 mmol). The flask was placed under vacuum then flushed with argon. Dioxane (1.7 mL) was added and the reaction was heated to 90° C. to stir overnight. After cooling to room temperature, the reaction mixture was concentrated and the crude...